Task: describe an organic reaction: reactants, conditions, products, and yield. Dataset: the Open Reaction Database (ORD), a public repository of structured organic reaction records The reactants are ice water, [N+](=O)([O-])C1=C(C#N)C=CC(=C1)C(F)(F)F (2-nitro-4-trifluoromethyl benzonitrile), N1(CCOCC1)CCO (2-morpholin-4-yl-ethanol), [OH-].[K+] (KOH). The solvent is CN(C)C=O (DMF), O (water). Product: N1(CCOCC1)CCOC1=C(C#N)C=CC(=C1)C(F)(F)F (2-(2-Morpholin-4-ylethoxy)-4-(trifluoromethyl)benzonitrile). As a reaction SMILES: [N+]([C:4]1[CH:11]=[C:10]([C:12]([F:15])([F:14])[F:13])[CH:9]=[CH:8][C:5]=1[C:6]#[N:7])([O-])=O.[N:16]1([CH2:22][CH2:23][OH:24])[CH2:21][CH2:20][O:19][CH2:18][CH2:17]1.[OH-].[K+]>CN(C=O)C.O>[N:16]1([CH2:22][CH2:23][O:24][C:4]2[CH:11]=[C:10]([C:12]([F:15])([F:14])[F:13])[CH:9]=[CH:8][C:5]=2[C:6]#[N:7])[CH2:21][CH2:20][O:19][CH2:18][CH2:17]1 |f:2.3|. Procedure details: To a solution of 2-nitro-4-trifluoromethyl benzonitrile (0.5 g, 2.3 mmol) and 2-morpholin-4-yl-ethanol (0.37 g, 0.34 ml, 2.8 mmol) in DMF (4 ml) was added dropwise a solution of KOH (0.23 g, 4.1 mmol) in water (1.5 ml). After 10 min the reaction was poured into ice water and the white crystalline product collected by filtration, washed with water and dried (0.5 g, 72%). Starting materials: diethyl (cyclopropylcarbamoyl)methyl phosphonate, FC1=CC=C2CCCC(C2=C1)=O (7-fluoro-1-tetralone), C(C)OP(OCC)(=O)CC(NC1CC1)=O (diethyl(cyclo propylcarbamoyl)methylphosphonate). The solvent is ethyl acetate hexanes. The product is C1(CC1)NC(/C=C/1\CCCC2=CC=C(C=C12)F)=O ((E)-N-Cyclopropyl-2-(7-fluoro-1,2,3,4-tetrahydro-1-naphthylidene) acetamide). Yield: 35.7%. Reaction SMILES: [F:1][C:2]1[CH:11]=[C:10]2[C:5]([CH2:6][CH2:7][CH2:8][C:9]2=O)=[CH:4][CH:3]=1.C(OP([CH2:21][C:22](=[O:27])[NH:23][CH:24]1[CH2:26][CH2:25]1)(=O)OCC)C>>[CH:24]1([NH:23][C:22](=[O:27])/[CH:21]=[C:9]2\[CH2:8][CH2:7][CH2:6][C:5]3[C:10]\2=[CH:11][C:2]([F:1])=[CH:3][CH:4]=3)[CH2:26][CH2:25]1. Procedure: This compound was prepared in an analogous manner to Example 12f with the replacement of 5-fluoro1-tetralone and diethyl (cyclopropylcarbamoyl)methyl phosphonate with 7-fluoro-1-tetralone (7.76 g, 0.05 mol) and diethyl(cyclo propylcarbamoyl)methylphosphonate (11.1 g, 0.05 mol). Chromatography on Silica gel using ethyl acetate:hexanes (1:2) as eluent gave 4.38 g (37%) of (E)-N-Cyclopropyl-2-(7-fluoro-1,2,3,4-tetrahydro-1-naphthylidene) acetamide, m.p., 122.8°-123.3° C.; NMR (DMSO-d6): d 8.00 (d, ... Reactants: OC1=C(C(NN=C1C(C)C)=O)C(=O)OCC (ethyl 5-hydroxy-6-(1-methylethyl)-3-oxo-2,3-dihydro-4-pyridazinecarboxylate), [H-].[Na+] (sodium hydride), CN(C=O)C (N,N-Dimethylformamide), BrC1=CC(=C(C=C1)CN1N=C(C(=C(C1=O)C(=O)OCC)O)C(C)C)F (Ethyl 2-[(4-bromo-2-fluorophenyl)methyl]-5-hydroxy-6-(1-methylethyl)-3-oxo-2,3-dihydro-4-pyridazinecarboxylate), BrC1=CC(=C(CBr)C=C1)F (4-bromo-2-fluorobenzyl bromide). Conditions: time 45 minute. Product: BrC1=CC(=C(C=C1)CN1N=C(C(=C(C1=O)C(=O)NCC(=O)O)O)C(C)C)F (N-{[2-[(4-Bromo-2-fluorophenyl)methyl]-5-hydroxy-6-(1-methylethyl)-3-oxo-2,3-dihydro-4-pyridazinyl]carbonyl}glycine). As a reaction SMILES: [Br:1][C:2]1[CH:7]=[CH:6][C:5]([CH2:8][N:9]2[C:14](=[O:15])[C:13]([C:16](OCC)=[O:17])=[C:12]([OH:21])[C:11]([CH:22]([CH3:24])[CH3:23])=[N:10]2)=[C:4]([F:25])[CH:3]=1.OC1C(C(C)C)=NNC(=O)[C:28]=1[C:37]([O:39]CC)=[O:38].[H-].[Na+].BrC1C=CC(CBr)=C(F)C=1.C[N:55](C)C=O>>[Br:1][C:2]1[CH:7]=[CH:6][C:5]([CH2:8][N:9]2[C:14](=[O:15])[C:13]([C:16]([NH:55][CH2:28][C:37]([OH:39])=[O:38])=[O:17])=[C:12]([OH:21])[C:11]([CH:22]([CH3:23])[CH3:24])=[N:10]2)=[C:4]([F:25])[CH:3]=1 |f:2.3|. Procedure: Ethyl 2-[(4-bromo-2-fluorophenyl)methyl]-5-hydroxy-6-(1-methylethyl)-3-oxo-2,3-dihydro-4-pyridazinecarboxylate. To a solution of ethyl 5-hydroxy-6-(1-methylethyl)-3-oxo-2,3-dihydro-4-pyridazinecarboxylate (9.5 g, 42.0 mmol) in N,N-Dimethylformamide (DMF) (250 ml) at 0° C. was added sodium hydride (60% in oil, 2.52 g, 63.0 mmol) in portions. The reaction mixture was stirred at room temperature for 45 minutes and then cooled back to 0° C. and 4-bromo-2-fluorobenzyl bromide (12.38 g, 46.2 mmol) was... The reactants are COc1cc(Cc2c(-c3ccc(OCCN4CCCC4)cc3)sc3cc(OCc4ccccc4)ccc23)ccc1O, ClCCN1CCCC1, Cl. Yields the product COc1cc(Cc2c(-c3ccc(OCCN4CCCC4)cc3)sc3cc(OCc4ccccc4)ccc23)ccc1OCCN1CCCC1. As a reaction SMILES: [CH2:1]([c:2]1[cH:3][cH:4][cH:5][cH:6][cH:7]1)[O:8][c:9]1[cH:10][cH:11][c:12]2[c:13]([s:14][c:15](-[c:27]3[cH:28][cH:29][c:30]([O:33][CH2:34][CH2:35][N:36]4[CH2:37][CH2:38][CH2:39][CH2:40]4)[cH:31][cH:32]3)[c:16]2[CH2:17][c:18]2[cH:19][c:20]([O:25][CH3:26])[c:21]([OH:24])[cH:22][cH:23]2)[cH:41]1.[Cl:43][CH2:44][CH2:45][N:46]1[CH2:47][CH2:48][CH2:49][CH2:50]1.[ClH:42]>>[CH2:1]([c:2]1[cH:3][cH:4][cH:5][cH:6][cH:7]1)[O:8][c:9]1[cH:10][cH:11][c:12]2[c:13]([s:14][c:15](-[c:27]3[cH:28][cH:29][c:30]([O:33][CH2:34][CH2:35][N:36]4[CH2:37][CH2:38][CH2:39][CH2:40]4)[cH:31][cH:32]3)[c:16]2[CH2:17][c:18]2[cH:19][c:20]([O:25][CH3:26])[c:21]([O:24][CH2:44][CH2:45][N:46]3[CH2:47][CH2:48][CH2:49][CH2:50]3)[cH:22][cH:23]2)[cH:41]1. Starting materials: C1(=CC=CC=C1)C(N)C1=CC=CC=C1 (diphenylmethanamine), COC1=CC=C(C=O)C=C1 (4-methoxybenzaldehyde), C([O-])([O-])=O.[Na+].[Na+] (sodium carbonate). The solvent is CO (methanol). Reaction conditions: time 16 hour. Yields the product COC1=CC=C(\C=N\C(C2=CC=CC=C2)C2=CC=CC=C2)C=C1 ((E)-N-(4-methoxybenzylidene)-1,1-diphenylmethanamine). The yield is 73.2%. Reaction SMILES: [C:1]1([CH:7]([C:9]2[CH:14]=[CH:13][CH:12]=[CH:11][CH:10]=2)[NH2:8])[CH:6]=[CH:5][CH:4]=[CH:3][CH:2]=1.[CH3:15][O:16][C:17]1[CH:24]=[CH:23][C:20]([CH:21]=O)=[CH:19][CH:18]=1.C(=O)([O-])[O-].[Na+].[Na+]>CO>[CH3:15][O:16][C:17]1[CH:24]=[CH:23][C:20](/[CH:21]=[N:8]/[CH:7]([C:1]2[CH:2]=[CH:3][CH:4]=[CH:5][CH:6]=2)[C:9]2[CH:10]=[CH:11][CH:12]=[CH:13][CH:14]=2)=[CH:19][CH:18]=1 |f:2.3.4|. Procedure: To a solution of diphenylmethanamine (3.00 g, 16.4 mmol) in methanol (80 mL) was added 4-methoxybenzaldehyde (2.45 g, 18.0 mmol) and sodium carbonate (2.60 g, 24.6 mmol). The reaction mixture was stirred at room temperature for 16 h prior to removal of all solvents under vacuum. The residue was then diluted with ethyl acetate, washed with brine, dried over anhydrous Na2SO4, filtered, and concentrated to afford compound 39 as a white solid (3.62 g, 73%). LRMS (ESI): (calc.) 301.4 (found) 302.4 (M...